From a dataset of the Open Reaction Database (ORD), a public repository of structured organic reaction records. describe an organic reaction: reactants, conditions, products, and yield Starting materials: COC(=O)c1ccc2[nH]c(-c3n[nH]cc3NC(=O)c3c(F)cccc3F)nc2c1, CO, Cl, [Na+], [OH-], O. Yields the product O=C(O)c1ccc2[nH]c(-c3n[nH]cc3NC(=O)c3c(F)cccc3F)nc2c1. RXN SMILES: [CH3:1][O:2][C:3](=[O:4])[c:5]1[cH:6][c:7]2[c:8]([nH:9][c:10](-[c:12]3[n:13][nH:14][cH:15][c:16]3[NH:17][C:18]([c:19]3[c:20]([F:26])[cH:21][cH:22][cH:23][c:24]3[F:25])=[O:27])[n:11]2)[cH:28][cH:29]1.[CH3:34][OH:35].[ClH:31].[Na+:33].[OH-:32].[OH2:30]>>[O:2]=[C:3]([OH:4])[c:5]1[cH:6][c:7]2[c:8]([nH:9][c:10](-[c:12]3[n:13][nH:14][cH:15][c:16]3[NH:17][C:18]([c:19]3[c:20]([F:26])[cH:21][cH:22][cH:23][c:24]3[F:25])=[O:27])[n:11]2)[cH:28][cH:29]1.